The task is: describe an organic reaction: reactants, conditions, products, and yield. This data is from the Open Reaction Database (ORD), a public repository of structured organic reaction records. Starting materials: Brc1cccnc1, OB(O)c1ccc(Br)cc1, CCO, Cc1ccccc1, [Na+], [Na+], O=C([O-])[O-], O. Yields the product Brc1ccc(-c2cccnc2)cc1. Reaction SMILES: [Br:11][c:12]1[cH:13][n:14][cH:15][cH:16][cH:17]1.[Br:1][c:2]1[cH:3][cH:4][c:5]([B:8]([OH:9])[OH:10])[cH:6][cH:7]1.[CH3:25][CH2:26][OH:27].[CH3:28][c:29]1[cH:30][cH:31][cH:32][cH:33][cH:34]1.[Na+:18].[Na+:19].[O-:20][C:21](=[O:22])[O-:23].[OH2:24]>>[Br:1][c:2]1[cH:3][cH:4][c:5](-[c:12]2[cH:13][n:14][cH:15][cH:16][cH:17]2)[cH:6][cH:7]1. Reactants: C(C)(C)C1=C(N)C(=CC=C1)C(C)C (2,6-diisopropylaniline), CS(=O)C (dimethyl sulfoxide), [OH-].[Na+] (sodium hydroxide), Br (hydrobromic acid). The solvent is C1(=CC=CC=C1)C (toluene), O (Water). Run at temperature 90 celsius, time 2 hour. Product: BrC1=CC(=C(N)C(=C1)C(C)C)C(C)C (4-bromo-2,6-diisopropylaniline). Isolated yield 81.4%. Reaction SMILES: [CH:1]([C:4]1[CH:10]=[CH:9][CH:8]=[C:7]([CH:11]([CH3:13])[CH3:12])[C:5]=1[NH2:6])([CH3:3])[CH3:2].CS(C)=O.[BrH:18].[OH-].[Na+]>C1(C)C=CC=CC=1.O>[Br:18][C:9]1[CH:10]=[C:4]([CH:1]([CH3:3])[CH3:2])[C:5]([NH2:6])=[C:7]([CH:11]([CH3:13])[CH3:12])[CH:8]=1 |f:3.4|. Procedure: To a solution of 2,6-diisopropylaniline (25 g, 0.141 moL) in toluene (25 mL) was added dimethyl sulfoxide (12.1 g, 1.1 equivalents), and the mixture was heated to 90° C. 48% Aqueous hydrobromic acid solution (26.1 g, 1.1 equivalents) was added dropwise to the mixture at the same temperature over 30 min. Then, the mixture was stirred at 86° C. for 3 hr and at 100° C. for 2 hr. Water (20 mL) was added to the mixture at 0° C., and 1M aqueous sodium hydroxide solution (30 mL) was added dropwise to t... Reactants: C(CCCCCCCCCCCCCCC)C1C(COCC2C(CCCCCCCCCCCCCCCC)O2)O1 (hexadecyl-2.3-epoxypropylether), CN (methylamine). Run in O1CCCC1 (tetrahydrofurane). Yields the product C(CCCCCCCCCCCCCCC)OCC(CNC)O (1-Hexadecyloxy-3-methylamino-propan-2-ol). RXN SMILES: [CH3:1][NH2:2].[CH2:3]([CH:19]1O[CH:20]1[CH2:21][O:22][CH2:23][CH:24]1[O:42][CH:25]1CCCCCCCCCCCCCCCC)[CH2:4][CH2:5][CH2:6][CH2:7][CH2:8][CH2:9][CH2:10][CH2:11][CH2:12][CH2:13][CH2:14][CH2:15]CCC>O1CCCC1>[CH2:21]([O:22][CH2:23][CH:24]([OH:42])[CH2:25][NH:2][CH3:1])[CH2:20][CH2:19][CH2:3][CH2:4][CH2:5][CH2:6][CH2:7][CH2:8][CH2:9][CH2:10][CH2:11][CH2:12][CH2:13][CH2:14][CH3:15]. Reported procedure: A cooled mixture of 15.5 g of methylamine, 50 cc. of tetrahydrofurane and 15 g of hexadecyl-2.3-epoxypropylether is heated to 60° C. for 2 hours in an autoclave, cooled and evaporated in a vacuo. The residue is purified by column chromatography (silicic acid gel//chloroform/methanol). Reactants: CO, [Cl-], [Fe], Cc1ccc(I)c([N+](=O)[O-])c1, [NH4+], C1CCOC1, O. Yields the product Cl, Cc1ccc(I)c(N)c1. Reaction SMILES: [CH3:19][OH:20].[Cl-:12].[Fe:22].[I:1][c:2]1[c:3]([N+:9]([O-:10])=[O:11])[cH:4][c:5]([CH3:8])[cH:6][cH:7]1.[NH4+:13].[O:14]1[CH2:15][CH2:16][CH2:17][CH2:18]1.[OH2:21]>>[ClH:12].[I:1][c:2]1[c:3]([NH2:9])[cH:4][c:5]([CH3:8])[cH:6][cH:7]1. The product is Cl.NC1=CC=C2CCCC(C2=C1)C(=O)OC1=CC=C(C=C1)Cl (p-chlorophenyl 7-amino-1,2,3,4-tetrahydro-1-naphthoate hydrochloride). Reaction SMILES: [N+:1]([C:4]1[CH:13]=[C:12]2[C:7]([CH2:8][CH2:9][CH2:10][CH:11]2[C:14]([O:16][C:17]2[CH:22]=[CH:21][C:20]([Cl:23])=[CH:19][CH:18]=2)=[O:15])=[CH:6][CH:5]=1)([O-])=O>C(O)(=O)C.[Zn]>[ClH:23].[NH2:1][C:4]1[CH:13]=[C:12]2[C:7]([CH2:8][CH2:9][CH2:10][CH:11]2[C:14]([O:16][C:17]2[CH:18]=[CH:19][C:20]([Cl:23])=[CH:21][CH:22]=2)=[O:15])=[CH:6][CH:5]=1 |f:3.4|. Reported procedure: A 330-mg portion of the p-chlorophenyl 7-nitro-1,2,3,4-tetrahydro-1-naphthoate obtained above was dissolved in 10 ml of acetic acid and the resulting solution was slowly added dropwise at room temperature to 10 ml of acetic acid containing 2 g of zinc dust. After 30 minutes the precipitates were removed by filtration and the filtrate was concentrated under reduce pressure. The residue was dissolved in ethyl acetate and washed with a 5% aqueous sodium hydrogen carbonate solution. The ethyl acetat... Solvent: C(C)(=O)O (acetic acid), C(C)(=O)O (acetic acid). Reactants: [N+](=O)([O-])C1=CC=C2CCCC(C2=C1)C(=O)OC1=CC=C(C=C1)Cl (p-chlorophenyl 7-nitro-1,2,3,4-tetrahydro-1-naphthoate). Reagents/catalysts: [Zn] (zinc). The reagents and catalysts are [Pd].CC(=O)[O-].CC(=O)[O-].[Pb+2] (Lindlar catalyst). Run in CCCCCC (n-hexane). The reactants are C(=C)(C)C(C(C#C)(O)C)CC=C(C)C (4-isopropenyl-3,7-dimethyl-6-octen-1-yn-3-ol). The product is C(=C)(C)C(C(C=C)(O)C)CC=C(C)C (4-isopropenyl-3,7-dimethyl-1,6-octadien-3-ol). RXN SMILES: [C:1]([CH:4]([CH2:10][CH:11]=[C:12]([CH3:14])[CH3:13])[C:5]([CH3:9])([OH:8])[C:6]#[CH:7])([CH3:3])=[CH2:2]>CCCCCC.[Pd].CC([O-])=O.CC([O-])=O.[Pb+2]>[C:1]([CH:4]([CH2:10][CH:11]=[C:12]([CH3:14])[CH3:13])[C:5]([CH3:9])([OH:8])[CH:6]=[CH2:7])([CH3:3])=[CH2:2] |f:2.3.4.5|. Isolated yield 95.4%. Reported procedure: A solution of 500 g of 4-isopropenyl-3,7-dimethyl-6-octen-1-yn-3-ol in 1.5 liters of n-hexane was hydrogenated at ambient temperature and atmospheric pressure using 25 g of 0.25% Lindlar catalyst. The reaction was sequentially monitored by gas chromatography (PEG20M, 150° C.) and the reaction was terminated when no starting material remained. The catalyst was filtered off and the solvent was removed from the filtrate by distillation under reduced pressure. The residue was distilled in vacuo to o...